The task is: describe an organic reaction: reactants, conditions, products, and yield. This data is from the Open Reaction Database (ORD), a public repository of structured organic reaction records. The reactants are NC1=CC(=C(C#N)C=C1NC)Br (4-amino-2-bromo-5-(methylamino)benzonitrile), C(C1=CN=CC=C1)=O (nicotinaldehyde), OOS(=O)[O-].[K+] (OXONE), monopersulphate. The solvent is CN(C)C=O (DMF), O (H2O). Conditions: time 3 hour. Product: BrC1=CC2=C(N(C(=N2)C=2C=NC=CC2)C)C=C1C#N (5-bromo-1-methyl-2-(pyridin-3-yl)-1H-benzimidazole-6-carbonitrile). As a reaction SMILES: [NH2:1][C:2]1[C:9]([NH:10][CH3:11])=[CH:8][C:5]([C:6]#[N:7])=[C:4]([Br:12])[CH:3]=1.[CH:13](=O)[C:14]1[CH:19]=[CH:18][CH:17]=[N:16][CH:15]=1.OOS([O-])=O.[K+]>CN(C=O)C.O>[Br:12][C:4]1[C:5]([C:6]#[N:7])=[CH:8][C:9]2[N:10]([CH3:11])[C:13]([C:14]3[CH:15]=[N:16][CH:17]=[CH:18][CH:19]=3)=[N:1][C:2]=2[CH:3]=1 |f:2.3|. Procedure details: To solution of 4-amino-2-bromo-5-(methylamino)benzonitrile (0.2 g, 0.0008 mol) and nicotinaldehyde (0.094 g, 0.0008 mol) in DMF (5 ml) and H2O (2 ml) was added OXONE® monopersulphate (0.43 g, 0.0007 mol). Reaction mass was stirred at room temperature for 3 h. The reaction mixture was quenched with 10% K2CO3 solution to PH˜8-10 and extracted with EtOAc (3×20 ml). The combined organic layers were washed with brine, dried over Na2SO4 and concentrated under vacuum to afford the crude compound, which... Reactants: OC(CN)C=1N=C(SC1)C(F)(F)F (2-hydroxy-2-(2-trifluoromethyl-thiazol-4-yl)ethanamine), C(=O)(OC)COC1=CC=C(C=C1)CC(C)=O (1-(4-carbomethoxymethoxyphenyl)propan-2-one), C(#N)[BH3-].[Na+] (sodium cyanoborohydride). Solvent: CO (methanol). The product is C(=O)(OC)COC1=CC=C(C=C1)CC(C)NCC(C=1N=C(SC1)C(F)(F)F)O (N-[2-(4-Carbomethoxymethoxyphenyl)-1-methylethyl]-2-hydroxy-2-(2-trifluoromethyl-thiazol-4-yl)ethanamine). As a reaction SMILES: [OH:1][CH:2]([C:5]1[N:6]=[C:7]([C:10]([F:13])([F:12])[F:11])[S:8][CH:9]=1)[CH2:3][NH2:4].[C:14]([CH2:18][O:19][C:20]1[CH:25]=[CH:24][C:23]([CH2:26][C:27](=O)[CH3:28])=[CH:22][CH:21]=1)([O:16][CH3:17])=[O:15].C([BH3-])#N.[Na+]>CO>[C:14]([CH2:18][O:19][C:20]1[CH:21]=[CH:22][C:23]([CH2:26][CH:27]([NH:4][CH2:3][CH:2]([OH:1])[C:5]2[N:6]=[C:7]([C:10]([F:13])([F:12])[F:11])[S:8][CH:9]=2)[CH3:28])=[CH:24][CH:25]=1)([O:16][CH3:17])=[O:15] |f:2.3|. Reported procedure: Prepared by analogy to Example 13 by reaction of 2-hydroxy-2-(2-trifluoromethyl-thiazol-4-yl)ethanamine with 1-(4-carbomethoxymethoxyphenyl)propan-2-one and sodium cyanoborohydride in methanol=(reaction time: 5 hours) followed by purification on a silica gel column using methylene chloride/methanol 20:1. This results in an approximately 50:50 diastereomer mixture of the base. This is recrystallised from a mixture of ether/ethyl acetate=65:10, and twice more from ethyl acetate. This results in di... Starting materials: COS(=O)(=O)OC, Cc1noc(C)c1S(=O)(=O)Nc1ccc(Cl)cc1[N+](=O)[O-], [H-], [Na+], CN(C)C=O, O. The product is Cc1noc(C)c1S(=O)(=O)N(C)c1ccc(Cl)cc1[N+](=O)[O-]. RXN SMILES: [CH3:24][O:25][S:26]([O:27][CH3:28])(=[O:29])=[O:30].[Cl:3][c:4]1[cH:5][c:6]([N+:21](=[O:22])[O-:23])[c:7]([NH:10][S:11](=[O:12])(=[O:13])[c:14]2[c:15]([CH3:20])[n:16][o:17][c:18]2[CH3:19])[cH:8][cH:9]1.[H-:1].[Na+:2].[O:32]=[CH:33][N:34]([CH3:35])[CH3:36].[OH2:31]>>[Cl:3][c:4]1[cH:5][c:6]([N+:21](=[O:22])[O-:23])[c:7]([N:10]([S:11](=[O:12])(=[O:13])[c:14]2[c:15]([CH3:20])[n:16][o:17][c:18]2[CH3:19])[CH3:24])[cH:8][cH:9]1. Reactants: CC(C)(C)OC(=O)N1[C@@H](C[C@@H](C1)C1CCN(CC1)S(=O)(=O)C)C(=O)OC (methyl (2S,4R)-1-{[(2-methyl-2-propanyl)oxy]carbonyl}-4-[1-(methylsulfonyl)-4-piperidinyl]-2-pyrrolidinecarboxylate), BrCC(=O)C1=CC=C(C=C1)NC(OC)=O (methyl 4-(2-bromoacetyl)phenylcarbamate), CN(C=O)C (N,N-dimethylformamide), C(C)(=O)[O-].[NH4+] (ammonium acetate), C([O-])([O-])=O.[Cs+].[Cs+] (cesium carbonate). Solvent: C=1(C(=CC=CC1)C)C (xylene). The yield is 71.0%. Reported procedure: To a solution of the compound prepared in Example 62 (2.35 g, 6.2 mmol) in N,N-dimethylformamide (50 mL) at 0° C. was added methyl 4-(2-bromoacetyl)phenylcarbamate (2.04 g, 7.49 mmol) followed by cesium carbonate (4.47 g, 13.7 mmol). The reaction was warmed to room temperature and stirred for 1.5 h whereupon the mixture was filtered through diatomaceous earth and the filter cake washed with dichloromethane. The filtrate was concentrated to afford crude product as a yellow solid. To a suspension ... Reaction conditions: time 1.5 hour. RXN SMILES: [CH3:1][C:2]([O:5][C:6]([N:8]1[CH2:12][C@@H:11]([CH:13]2[CH2:18][CH2:17][N:16]([S:19]([CH3:22])(=[O:21])=[O:20])[CH2:15][CH2:14]2)[CH2:10][C@H:9]1C(OC)=O)=[O:7])([CH3:4])[CH3:3].Br[CH2:28][C:29]([C:31]1[CH:36]=[CH:35][C:34]([NH:37][C:38](=[O:41])[O:39][CH3:40])=[CH:33][CH:32]=1)=O.C(=O)([O-])[O-].[Cs+].[Cs+].C([O-])(=O)C.[NH4+:52].C[N:54]([CH3:57])C=O>C1(C)C(C)=CC=CC=1>[CH3:40][O:39][C:38]([NH:37][C:34]1[CH:35]=[CH:36][C:31]([C:29]2[NH:54][C:57]([C@@H:9]3[CH2:10][C@H:11]([CH:13]4[CH2:18][CH2:17][N:16]([S:19]([CH3:22])(=[O:20])=[O:21])[CH2:15][CH2:14]4)[CH2:12][N:8]3[C:6]([O:5][C:2]([CH3:3])([CH3:4])[CH3:1])=[O:7])=[N:52][CH:28]=2)=[CH:32][CH:33]=1)=[O:41] |f:2.3.4,5.6|. The product is COC(=O)NC1=CC=C(C=C1)C1=CN=C(N1)[C@H]1N(C[C@H](C1)C1CCN(CC1)S(=O)(=O)C)C(=O)OC(C)(C)C (2-methyl-2-propanyl (2S,4R)-2-(5-{4-[(methoxycarbonyl)amino]phenyl}-1H-imidazol-2-yl)-4-[1-(methylsulfonyl)-4-piperidinyl]-1-pyrrolidinecarboxylate). Reactants: C(C)C1C(CCCC1=O)=O (2-ethylcyclohexane-1,3-dione), N1=CC=CC=C1 (pyridine), C(C)N(CCC(CCCC1=CC(=CC=C1)OC)=O)CC (1-diethylamino-6-m-methoxyphenylhexan-3-one), COC=1C=C(C=CC1)CCCC(C=C)=O (6-m-methoxyphenylhex-1-en-3-one). The solvent is C1=CC=CC=C1 (benzene). The product is COC=1C=C(C=CC1)CCCC(CCC1(C(CCCC1=O)=O)CC)=O (2-(6-m-methoxyphenyl-3-oxohexyl)-2-ethylcyclohexane-1,3-dione). Reaction SMILES: [CH2:1]([CH:3]1[C:8](=[O:9])[CH2:7][CH2:6][CH2:5][C:4]1=[O:10])[CH3:2].N1C=CC=CC=1.C(N(CC)[CH2:20][CH2:21][C:22](=[O:34])[CH2:23][CH2:24][CH2:25][C:26]1[CH:31]=[CH:30][CH:29]=[C:28]([O:32][CH3:33])[CH:27]=1)C.COC1C=C(CCCC(=O)C=C)C=CC=1>C1C=CC=CC=1>[CH3:33][O:32][C:28]1[CH:27]=[C:26]([CH2:25][CH2:24][CH2:23][C:22](=[O:34])[CH2:21][CH2:20][C:3]2([CH2:1][CH3:2])[C:8](=[O:9])[CH2:7][CH2:6][CH2:5][C:4]2=[O:10])[CH:31]=[CH:30][CH:29]=1. Procedure: Reflux 2-ethylcyclohexane-1,3-dione (30.6 g), pyridine (20 cc), benzene (372 cc) and a mixture of 1-diethylamino-6-m-methoxyphenylhexan-3-one and 6-m-methoxyphenylhex-1-en-3-one (40.3 g, produced by the distillation of the former substance) for 15 hours. Wash the cooled reaction mixture with water, 10% aqueous sulfuric acid, water, 10% aqueous sodium carbonate, water and brine, and filter. Evaporate the solvent to leave as residue 2-(6-m-methoxyphenyl-3-oxohexyl)-2-ethylcyclohexane-1,3-dione, 38...